This data is from the Open Reaction Database (ORD), a public repository of structured organic reaction records. The task is: describe an organic reaction: reactants, conditions, products, and yield Starting materials: 4-phenoxy, alcohol, C1(=CC=CC=C1)O (phenol), [OH-].[K+] (KOH), chloro, ClC(=O)[O-] (chloroformate), alcohol, chloro, ClC(=O)[O-] (chloroformate), alcohol, C(=O)(Cl)Cl (phosgene), C(C)(C)(C)C1=CC=C(C=C1)S (p-t-butylthiophenol), C(C)(C)(C)C1=CC=C(C=C1)S (p-t-butylthiophenol), C(C)(=O)[O-] (acetate), alcohol. The solvent is CCCCC (pentane), N1=CC=CC=C1 (pyridine), CCCCC (pentane), CO (methanol). The product is ClC(=O)OCCCC(C)SC1=CC=C(C=C1)C(C)(C)C (4-(p-t-butylthiophenoxy)pentyl chloroformate). Reaction SMILES: [C:1]([C:5]1[CH:10]=[CH:9][C:8]([SH:11])=[CH:7][CH:6]=1)([CH3:4])([CH3:3])[CH3:2].[C:12]1([OH:18])C=[CH:16][CH:15]=[CH:14][CH:13]=1.[OH-].[K+].C([O-])(=O)C.[Cl:25][C:26]([O-])=[O:27].C(Cl)(Cl)=O>CCCCC.N1C=CC=CC=1.CO>[Cl:25][C:26]([O:18][CH2:12][CH2:13][CH2:14][CH:15]([S:11][C:8]1[CH:7]=[CH:6][C:5]([C:1]([CH3:4])([CH3:2])[CH3:3])=[CH:10][CH:9]=1)[CH3:16])=[O:27] |f:2.3|. Procedure: This compound was prepared in the same manner as the 4-phenoxy derivative described in Example XXIX except p-t-butylthiophenol was added instead of phenol to the methanolic solution of KOH before the chloro compound was added in step C. The acetate was saponified to the alcohol by the addition of excess base to the methanol after the reaction of the chloro compound and the p-t-butylthiophenol was complete. The alcohol was then converted to the chloroformate by adding a pentane solution of the al... Starting materials: CCNC(=O)Nc1ccc(-c2nc3c(c(N4CCOCC4C)n2)CCNC3)cc1, CN1CCC(=O)CC1. Yields the product CCNC(=O)Nc1ccc(-c2nc3c(c(N4CCOCC4C)n2)CCN(C2CCN(C)CC2)C3)cc1. Reaction SMILES: [CH2:1]([CH3:2])[NH:3][C:4](=[O:5])[NH:6][c:7]1[cH:8][cH:9][c:10](-[c:13]2[n:14][c:15]([N:23]3[CH:24]([CH3:29])[CH2:25][O:26][CH2:27][CH2:28]3)[c:16]3[c:17]([n:18]2)[CH2:19][NH:20][CH2:21][CH2:22]3)[cH:11][cH:12]1.[CH3:30][N:31]1[CH2:32][CH2:33][C:34](=[O:37])[CH2:35][CH2:36]1>>[CH2:1]([CH3:2])[NH:3][C:4](=[O:5])[NH:6][c:7]1[cH:8][cH:9][c:10](-[c:13]2[n:14][c:15]([N:23]3[CH:24]([CH3:29])[CH2:25][O:26][CH2:27][CH2:28]3)[c:16]3[c:17]([n:18]2)[CH2:19][N:20]([CH:34]2[CH2:33][CH2:32][N:31]([CH3:30])[CH2:36][CH2:35]2)[CH2:21][CH2:22]3)[cH:11][cH:12]1. Reactants: CN(C)CCNC(=O)COc1cccc(-c2nc(Nc3ccc4c(cnn4C(=O)OC(C)(C)C)c3)c3ccccc3n2)c1, ClCCl. Yields the product CN(C)CCNC(=O)COc1cccc(-c2nc(Nc3ccc4[nH]ncc4c3)c3ccccc3n2)c1. As a reaction SMILES: [CH3:1][N:2]([CH2:3][CH2:4][NH:5][C:6]([CH2:7][O:8][c:9]1[cH:10][c:11](-[c:15]2[n:16][c:17]3[cH:18][cH:19][cH:20][cH:21][c:22]3[c:23]([NH:25][c:26]3[cH:27][c:28]4[cH:29][n:30][n:31]([C:35]([O:36][C:37]([CH3:38])([CH3:39])[CH3:40])=[O:41])[c:32]4[cH:33][cH:34]3)[n:24]2)[cH:12][cH:13][cH:14]1)=[O:42])[CH3:43].[Cl:44][CH2:45][Cl:46]>>[CH3:1][N:2]([CH2:3][CH2:4][NH:5][C:6]([CH2:7][O:8][c:9]1[cH:10][c:11](-[c:15]2[n:16][c:17]3[cH:18][cH:19][cH:20][cH:21][c:22]3[c:23]([NH:25][c:26]3[cH:27][c:28]4[cH:29][n:30][nH:31][c:32]4[cH:33][cH:34]3)[n:24]2)[cH:12][cH:13][cH:14]1)=[O:42])[CH3:43].